From a dataset of the Open Reaction Database (ORD), a public repository of structured organic reaction records. describe an organic reaction: reactants, conditions, products, and yield Starting materials: ClC1=CC=2C3=C(N(C2C=C1)CC(C(C)C)(O)C1=CC=NC=C1)CCN(C3)C (1-(8-Chloro-1,2,3,4-tetrahydro-2-methylpyrido[4,3-b]indol-5-yl)-3-methyl-2-(pyridin-4-yl)butan-2-ol), S(=O)(Cl)Cl (thionyl chloride). Reaction conditions: time 12 hour. Yields the product ClC1=CC=2C3=C(N(C2C=C1)CC(=C(C)C)C1=CC=NC=C1)CCN(C3)C (8-chloro-2-methyl-5-(3-methyl-2-(pyridin-4-yl)but-2-enyl)-2,3,4,5-tetrahydro-1H-pyrido[4,3-b]indole). Isolated yield 18.5%. As a reaction SMILES: [Cl:1][C:2]1[CH:10]=[CH:9][C:8]2[N:7]([CH2:11][C:12]([C:17]3[CH:22]=[CH:21][N:20]=[CH:19][CH:18]=3)(O)[CH:13]([CH3:15])[CH3:14])[C:6]3[CH2:23][CH2:24][N:25]([CH3:27])[CH2:26][C:5]=3[C:4]=2[CH:3]=1.S(Cl)(Cl)=O>>[Cl:1][C:2]1[CH:10]=[CH:9][C:8]2[N:7]([CH2:11][C:12]([C:17]3[CH:22]=[CH:21][N:20]=[CH:19][CH:18]=3)=[C:13]([CH3:15])[CH3:14])[C:6]3[CH2:23][CH2:24][N:25]([CH3:27])[CH2:26][C:5]=3[C:4]=2[CH:3]=1. Procedure details: 1-(8-Chloro-1,2,3,4-tetrahydro-2-methylpyrido[4,3-b]indol-5-yl)-3-methyl-2-(pyridin-4-yl)butan-2-ol (0.668 g, 1.77 mmol) was dissolved in thionyl chloride (0.32 mL, 2.5 eq) and the solution was stirred at RT for 12 h. Volatiles were removed under reduced pressure, the residue was basified with saturated aqueous sodium bicarbonate, and the product was extracted with EtOAc (3×50 mL). Combined organic layer was dried over anhydrous sodium sulfate and concentrated under reduced pressure. The residue...